This data is from the Open Reaction Database (ORD), a public repository of structured organic reaction records. The task is: describe an organic reaction: reactants, conditions, products, and yield The reactants are C(C)C(CC)(OC(=O)NCC(=O)OCC)C (ethyl {[(1-ethyl-1-methylpropoxy)carbonyl]-amino}acetate), [OH-].[Li+] (lithium hydroxide). Run in solvent, CO.O (methanol water). Run at time 2 hour. Yields the product C(C)C(CC)(OC(=O)NCC(=O)O)C ({[(1-ethyl-1-methylpropoxy)carbonyl]amino}acetic acid). RXN SMILES: [CH2:1]([C:3]([CH3:16])([O:6][C:7]([NH:9][CH2:10][C:11]([O:13]CC)=[O:12])=[O:8])[CH2:4][CH3:5])[CH3:2].[OH-].[Li+]>CO.O>[CH2:1]([C:3]([CH3:16])([O:6][C:7]([NH:9][CH2:10][C:11]([OH:13])=[O:12])=[O:8])[CH2:4][CH3:5])[CH3:2] |f:1.2,3.4|. Procedure: 300 mg (1.30 mmol) of ethyl {[(1-ethyl-1-methylpropoxy)carbonyl]-amino}acetate was dissolved in 2.5 ml of a solvent mixture of methanol:water (2.3:1). 1.56 ml of 1 N aqueous lithium hydroxide solution was added to the obtained solution. After stirring at room temperature for 2 hours, “DOWEX” (50W-X2 100 to 200 mesh H form) (an exchange resin of The Dow Chemical Company) was added to the reaction mixture under gentle stirring until pH of the mixture had become 5. The resin was obtained by the fil... Starting materials: FC1=C(C(=O)OCC)C=CC=C1COC=1C=NC(=NC1)N1CCOCC1 (Ethyl 2-fluoro-3-({[2-(morpholin-4-yl)pyrimidin-5-yl]oxy}methyl)benzoate), [H-].C(C(C)C)[Al+]CC(C)C.C1(=CC=CC=C1)C (diisobutylaluminum hydride toluene). Solvent: C1(=CC=CC=C1)C (toluene). Reaction conditions: temperature 0 celsius, time 1 hour. The product is FC1=C(C=CC=C1COC=1C=NC(=NC1)N1CCOCC1)CO ([2-fluoro-3-({[2-(morpholin-4-yl)pyrimidin-5-yl]oxy}methyl)phenyl]methanol). The yield is 85.1%. As a reaction SMILES: [F:1][C:2]1[C:12]([CH2:13][O:14][C:15]2[CH:16]=[N:17][C:18]([N:21]3[CH2:26][CH2:25][O:24][CH2:23][CH2:22]3)=[N:19][CH:20]=2)=[CH:11][CH:10]=[CH:9][C:3]=1[C:4](OCC)=[O:5].[H-].C([Al+]CC(C)C)C(C)C.C1(C)C=CC=CC=1>C1(C)C=CC=CC=1>[F:1][C:2]1[C:12]([CH2:13][O:14][C:15]2[CH:16]=[N:17][C:18]([N:21]3[CH2:22][CH2:23][O:24][CH2:25][CH2:26]3)=[N:19][CH:20]=2)=[CH:11][CH:10]=[CH:9][C:3]=1[CH2:4][OH:5] |f:1.2.3|. Procedure details: Ethyl 2-fluoro-3-({[2-(morpholin-4-yl)pyrimidin-5-yl]oxy}methyl)benzoate (375 mg) was mixed with toluene (5 ml), followed by cooling to 0° C. A 1.01 M diisobutylaluminum hydride/toluene solution (3 ml) was added dropwise thereto, followed by stirring at the same temperature for 1 hour. The reaction mixture was subjected to liquid separation by the addition of a 1 M aqueous NaOH solution and toluene. The organic layer was dried over Na2SO4 and concentrated under reduced pressure. The obtained res... The reactants are C(=O)(O)[O-].[Na+] (sodium hydrocarbonate), COC1=CC=C(C=C1)C1=C2C=CC=NC2=CC=C1 (5-(4-methoxyphenyl)quinoline), COC1=CC=C(C=C1)C1=C2C=CC=NC2=CC=C1 (5-(4-methoxyphenyl)quinoline), B(Br)(Br)Br (boron tribromide). Solvent: C(Cl)Cl (methylene chloride), C(Cl)Cl (methylene chloride). Reaction conditions: time 15 hour. Product: N1=CC=CC2=C(C=CC=C12)C1=CC=C(C=C1)O (4-(quinoline-5-yl)phenol), crystal. RXN SMILES: C[O:2][C:3]1[CH:8]=[CH:7][C:6]([C:9]2[CH:18]=[CH:17][CH:16]=[C:15]3[C:10]=2[CH:11]=[CH:12][CH:13]=[N:14]3)=[CH:5][CH:4]=1.B(Br)(Br)Br.C([O-])(O)=O.[Na+]>C(Cl)Cl>[N:14]1[C:15]2[C:10](=[C:9]([C:6]3[CH:7]=[CH:8][C:3]([OH:2])=[CH:4][CH:5]=3)[CH:18]=[CH:17][CH:16]=2)[CH:11]=[CH:12][CH:13]=1 |f:2.3|. Reported procedure: To a solution of 5-(4-methoxyphenyl)quinoline (compound 28) (1.08 g) in methylene chloride (10 ml), a solution of boron tribromide in methylene chloride (1.0 M) (5.5 ml) was added at -40° C. under the inert atmosphere. The reaction mixture was stirred at room temperature for 15 hrs, then it was poured into a cooled solution of sodium hydrocarbonate (NaHCO3). The solution was extracted with ethyl acetate and then the organic layer was washed with satd. NH4Cl aq, water and brine. The organic layer... The reactants are OC=1C=CC2=C(C(C=3NC4=CC(=CC=C4C3C2=O)C#N)(C)C)C1 (8-Hydroxy-6,6-dimethyl-11-oxo-6,11-dihydro-5H-benzo[b]carbazole-3-carbonitrile), O1CCC(CC1)O (tetrahydropyran-4-ol). The product is CC1(C2=C(C(C=3C4=CC=C(C=C4NC13)C#N)=O)C=CC(=C2)OC2CCOCC2)C (6,6-Dimethyl-11-oxo-8-(tetrahydro-pyran-4-yloxy)-6,11-dihydro-5H-benzo[b]carbazole-3-carbonitrile). Reaction SMILES: [OH:1][C:2]1[CH:3]=[CH:4][C:5]2[C:17](=[O:18])[C:16]3[C:15]4[C:10](=[CH:11][C:12]([C:19]#[N:20])=[CH:13][CH:14]=4)[NH:9][C:8]=3[C:7]([CH3:22])([CH3:21])[C:6]=2[CH:23]=1.[O:24]1[CH2:29][CH2:28][CH:27](O)[CH2:26][CH2:25]1>>[CH3:22][C:7]1([CH3:21])[C:8]2[NH:9][C:10]3[C:15](=[CH:14][CH:13]=[C:12]([C:19]#[N:20])[CH:11]=3)[C:16]=2[C:17](=[O:18])[C:5]2[CH:4]=[CH:3][C:2]([O:1][CH:27]3[CH2:28][CH2:29][O:24][CH2:25][CH2:26]3)=[CH:23][C:6]1=2. Procedure details: Under the same conditions as the method for synthesizing Compound A7-1, the title compound was prepared from Compound A6 and tetrahydropyran-4-ol. Starting materials: CCOC(=O)C(C)(C)Oc1ccc(OCCc2nc(-c3cccc(-c4ccc(F)cc4)c3)oc2C)cc1, CO, [Na+], [OH-]. Yields the product Cc1oc(-c2cccc(-c3ccc(F)cc3)c2)nc1CCOc1ccc(OC(C)(C)C(=O)O)cc1. Reaction SMILES: [CH2:1]([CH3:2])[O:3][C:4]([C:5]([CH3:6])([O:7][c:8]1[cH:9][cH:10][c:11]([O:14][CH2:15][CH2:16][c:17]2[n:18][c:19](-[c:23]3[cH:24][c:25](-[c:29]4[cH:30][cH:31][c:32]([F:35])[cH:33][cH:34]4)[cH:26][cH:27][cH:28]3)[o:20][c:21]2[CH3:22])[cH:12][cH:13]1)[CH3:36])=[O:37].[CH3:40][OH:41].[Na+:39].[OH-:38]>>[O:3]=[C:4]([C:5]([CH3:6])([O:7][c:8]1[cH:9][cH:10][c:11]([O:14][CH2:15][CH2:16][c:17]2[n:18][c:19](-[c:23]3[cH:24][c:25](-[c:29]4[cH:30][cH:31][c:32]([F:35])[cH:33][cH:34]4)[cH:26][cH:27][cH:28]3)[o:20][c:21]2[CH3:22])[cH:12][cH:13]1)[CH3:36])[OH:37]. The reactants are Cc1cc(Nc2nc(Nc3ccccc3S(=O)(=O)C(C)C)c3c(C)n[nH]c3n2)c(OC(C)C)cc1C1CCN(C(=O)CBr)CC1, C1CCNCC1, CN(C)C=O. Yields the product Cc1cc(Nc2nc(Nc3ccccc3S(=O)(=O)C(C)C)c3c(C)n[nH]c3n2)c(OC(C)C)cc1C1CCN(C(=O)CN2CCCCC2)CC1. As a reaction SMILES: [Br:1][CH2:2][C:3](=[O:4])[N:5]1[CH2:6][CH2:7][CH:8]([c:11]2[c:12]([CH3:45])[cH:13][c:14]([NH:21][c:22]3[n:23][c:24]([NH:32][c:33]4[c:34]([S:39](=[O:40])(=[O:41])[CH:42]([CH3:43])[CH3:44])[cH:35][cH:36][cH:37][cH:38]4)[c:25]4[c:26]([n:27]3)[nH:28][n:29][c:30]4[CH3:31])[c:15]([O:17][CH:18]([CH3:19])[CH3:20])[cH:16]2)[CH2:9][CH2:10]1.[CH2:46]1[CH2:47][CH2:48][NH:49][CH2:50][CH2:51]1.[O:52]=[CH:53][N:54]([CH3:55])[CH3:56]>>[CH2:2]([C:3](=[O:4])[N:5]1[CH2:6][CH2:7][CH:8]([c:11]2[c:12]([CH3:45])[cH:13][c:14]([NH:21][c:22]3[n:23][c:24]([NH:32][c:33]4[c:34]([S:39](=[O:40])(=[O:41])[CH:42]([CH3:43])[CH3:44])[cH:35][cH:36][cH:37][cH:38]4)[c:25]4[c:26]([n:27]3)[nH:28][n:29][c:30]4[CH3:31])[c:15]([O:17][CH:18]([CH3:19])[CH3:20])[cH:16]2)[CH2:9][CH2:10]1)[N:49]1[CH2:48][CH2:47][CH2:46][CH2:51][CH2:50]1. As a reaction SMILES: CC1C=CC(S(NC2C=C(C3C=CC4N(C=C(NC(=O)C)N=4)N=3)C=CC=2)(=O)=O)=CC=1.Cl[C:32]1[CH:33]=[CH:34][C:35]2[N:36]([CH:38]=[C:39]([NH:41][C:42](=[O:44])[CH3:43])[N:40]=2)[N:37]=1.[CH3:45][S:46]([C:49]1[CH:50]=[C:51](B(O)O)[CH:52]=[N:53][CH:54]=1)(=[O:48])=[O:47]>>[CH3:45][S:46]([C:49]1[CH:50]=[C:51]([C:32]2[CH:33]=[CH:34][C:35]3[N:36]([CH:38]=[C:39]([NH:41][C:42](=[O:44])[CH3:43])[N:40]=3)[N:37]=2)[CH:52]=[N:53][CH:54]=1)(=[O:48])=[O:47]. Procedure details: Following the procedure described for compound N-(6-(3-(4-methylphenylsulfonamido)phenyl)imidazo[1,2-b]pyridazin-2-yl)acetamide (Example 1), N-(6-chloroimidazo[1,2-b]pyridazin-2-yl)acetamide (Example 1, Step 4) (0.084 g, 0.40 mmol) was reacted with 5-(methylsulfonyl)pyridin-3-ylboronic acid (0.14 g, 0.72 mmol, Combi-Blocks, San Diego, Calif.) to afford the title compound as a yellow solid. MS (ESI positive ion) m/z: 332 (M+1). 1H NMR (400 MHz, DMSO-d6): δ ppm 10.97 (s, 1H), 9.56 (d, J=2.2 Hz, 1H... Yields the product CS(=O)(=O)C=1C=C(C=NC1)C=1C=CC=2N(N1)C=C(N2)NC(C)=O (N-(6-(5-(Methylsulfonyl)pyridin-3-yl)imidazo[1,2-b]pyridazin-2-yl)acetamide). Reactants: CC1=CC=C(C=C1)S(=O)(=O)NC=1C=C(C=CC1)C=1C=CC=2N(N1)C=C(N2)NC(C)=O (N-(6-(3-(4-Methylphenylsulfonamido)phenyl)imidazo[1,2-b]pyridazin-2-yl)acetamide), ClC=1C=CC=2N(N1)C=C(N2)NC(C)=O (N-(6-chloroimidazo[1,2-b]pyridazin-2-yl)acetamide), CS(=O)(=O)C=1C=C(C=NC1)B(O)O (5-(methylsulfonyl)pyridin-3-ylboronic acid). The reactants are C(=C)C1=CC(=C(C=C1)C#N)OC (1-vinyl-4-cyano-3-methoxybenzene), N1=C(C=CC=C1C)C (2,6-lutidine), I(=O)(=O)(=O)[O-].[Na+] (Sodium periodate), solution. Reagents/catalysts: [Os](=O)(=O)(=O)=O (osmium tetroxide). Solvent: O1CCOCC1 (dioxane), O (water), O (water). Run at time 35 minute. Product: C(#N)C1=C(C=C(C=O)C=C1)OC (4-cyano-3-methoxybenzaldehyde). Reaction SMILES: [CH:1]([C:3]1[CH:8]=[CH:7][C:6]([C:9]#[N:10])=[C:5]([O:11][CH3:12])[CH:4]=1)=C.N1C(C)=CC=CC=1C.I([O-])(=O)(=O)=[O:22].[Na+]>O1CCOCC1.O.[Os](=O)(=O)(=O)=O>[C:9]([C:6]1[CH:7]=[CH:8][C:3]([CH:1]=[O:22])=[CH:4][C:5]=1[O:11][CH3:12])#[N:10] |f:2.3|. Procedure: To a solution of 1-vinyl-4-cyano-3-methoxybenzene (0.343 g, 2.16 mmol, 1.0 eq) in dioxane (7 mL) was added 2,6-lutidine (0.461 g, 0.50 mL, 4.31 mmol, 2.0 eq) followed by osmium tetroxide (1.37 g, 1.32 mL of a 4% solution in water, 0.22 mmol, 0.1 eq). A brown/black solution resulted after 1→2 minutes. Sodium periodate (1.847 g, 8.63 mmol as a solution in 7 mL of water, 4.0 eq) was added forming a white precipitate. The mixture was stirred at room temperature for 35 minutes before partitioning bet... The reactants are C(C=C)C1CC(N1C(=P(C1=CC=CC=C1)(C1=CC=CC=C1)C1=CC=CC=C1)C(=O)OCC1=CC=CC=C1)=O (4-allyl-1-(1-benzyloxycarbonyl-1-triphenylphosphoranylidenemethyl)azetidin-2-one), C(C)(C)NC1CCCCC1 (N-isopropylcyclohexylamine), solution, C(CCC)[Li] (n-butyl lithium). Run in O1CCCC1 (tetrahydrofuran), O1CCCC1 (tetrahydrofuran), CCCCCC (hexane). The product is C(C=C)C1C(C(N1C(=P(C1=CC=CC=C1)(C1=CC=CC=C1)C1=CC=CC=C1)C(=O)OCC1=CC=CC=C1)=O)C (4-Allyl-3-methyl-1-(1-benzyloxycarbonyl-1-triphenylphosphoranylidenemethyl)azetidine-2-one). Procedure: A solution of N-isopropylcyclohexylamine (0.30 g) in dry tetrahydrofuran (5 ml) was stirred under argon and cooled to -78°. This was treated with a 2.5 M solution of n-butyl lithium in hexane (0.85 ml) and stirred for 10 minutes. A solution of 4-allyl-1-(1-benzyloxycarbonyl-1-triphenylphosphoranylidenemethyl)azetidine-2-one (9) (0.50 g) in tetrahydrofuran (5 ml) was added and after 5 minutes the anion was quenched by addition of methyl iodide (0.12 ml). After a period of 10 minutes the reaction ... Run at time 10 minute. As a reaction SMILES: [CH:1](NC1CCCCC1)(C)C.C([Li])CCC.[CH2:16]([CH:19]1[N:22]([C:23]([C:43]([O:45][CH2:46][C:47]2[CH:52]=[CH:51][CH:50]=[CH:49][CH:48]=2)=[O:44])=[P:24]([C:37]2[CH:42]=[CH:41][CH:40]=[CH:39][CH:38]=2)([C:31]2[CH:36]=[CH:35][CH:34]=[CH:33][CH:32]=2)[C:25]2[CH:30]=[CH:29][CH:28]=[CH:27][CH:26]=2)[C:21](=[O:53])[CH2:20]1)[CH:17]=[CH2:18]>O1CCCC1.CCCCCC>[CH2:16]([CH:19]1[N:22]([C:23]([C:43]([O:45][CH2:46][C:47]2[CH:52]=[CH:51][CH:50]=[CH:49][CH:48]=2)=[O:44])=[P:24]([C:25]2[CH:30]=[CH:29][CH:28]=[CH:27][CH:26]=2)([C:31]2[CH:36]=[CH:35][CH:34]=[CH:33][CH:32]=2)[C:37]2[CH:38]=[CH:39][CH:40]=[CH:41][CH:42]=2)[C:21](=[O:53])[CH:20]1[CH3:1])[CH:17]=[CH2:18]. Starting materials: CSc1nc2[nH]cc(CCOC(C)=O)c2c(=O)[nH]1, N, O=P(Cl)(Cl)Cl. The product is CSc1nc(Cl)c2c(CCOC(C)=O)c[nH]c2n1. As a reaction SMILES: [C:1]([CH3:2])(=[O:3])[O:4][CH2:5][CH2:6][c:7]1[cH:8][nH:9][c:10]2[n:11][c:12]([S:17][CH3:18])[nH:13][c:14](=[O:16])[c:15]12.[NH3:19].[P:20]([Cl:21])([Cl:22])([Cl:23])=[O:24]>>[C:1]([CH3:2])(=[O:3])[O:4][CH2:5][CH2:6][c:7]1[cH:8][nH:9][c:10]2[n:11][c:12]([S:17][CH3:18])[n:13][c:14]([Cl:22])[c:15]12.